Dataset: the Open Reaction Database (ORD), a public repository of structured organic reaction records. Task: describe an organic reaction: reactants, conditions, products, and yield Starting materials: C(C)(=O)O (acetic acid), C=O (Formaldehyde), C(CCCCCC)=O (Heptanal). Reagents/catalysts: C(CCC)NCCCC (di-n-butylamine). Run in O (water). Reaction conditions: temperature 50 celsius. Yields the product C=C(C=O)CCCCC (2-methylene heptanal). Isolated yield 848.9%. RXN SMILES: [C:1](O)(=O)C.C=O.[CH:7](=[O:14])[CH2:8][CH2:9][CH2:10][CH2:11][CH2:12][CH3:13]>O.C(NCCCC)CCC>[CH2:1]=[C:8]([CH2:9][CH2:10][CH2:11][CH2:12][CH3:13])[CH:7]=[O:14]. Procedure: A 3-L three-neck flask fitted with an overhead stirrer and a condenser was charged with di-n-butylamine (33 g) and acetic acid (31 g). Formaldehyde solution in water (500 mL, 33%) was added and the resulting solution was heated to 50° C. with stirring. Heptanal (500 g) was fed in over about 1.5 hours. A slight exotherm was noticed during the feed. GC analysis showed the consumption of heptanal and the production of 2-methylene heptanal, and a conversion rate of about 95% after the feed was compl... The reactants are BrC=1C(=NC(=CC1)C(F)(F)F)OCC (3-bromo-2-ethoxy-6 (trifluoromethyl)pyridine), NC=1C=C2[C@H]3[C@@H](N4C2=C(C1)COCC4)CCN(C3)C(=O)OC(C)(C)C (tert-butyl (7bR,11aS)-6-amino-1,2,7b,10,11,11a-hexahydro-4H-[1,4]oxazepino[6,5,4-hi]pyrido[4,3-b]indole-9(8H)-carboxylate), ClCCl (dichloromethane). The product is Cl.Cl.C(C)OC1=NC(=CC=C1NC=1C=C2[C@H]3[C@@H](N4C2=C(C1)COCC4)CCNC3)C(F)(F)F ((7bR,11aS)-N-[2-Ethoxy-6-trifluoromethyl-3-pyridinyl]-1,2,7b,8,9,10,11,11a-octahydro-4H-[1,4]oxazepino[6,5,4-hi]pyrido[4,3-b]indole-6-amine, bis hydrochloride salt). Procedure details: Following the procedures described in Example 175 and using 3-bromo-2-ethoxy-6 (trifluoromethyl)pyridine and [1,1′-bis(diphenylphosphino)ferrocene]dichloropalladium (II), complex with dichloromethane, as the palladium source, tert-butyl (7bR,11aS)-6-amino-1,2,7b,10,11,11a-hexahydro-4H-[1,4]oxazepino[6,5,4-hi]pyrido[4,3-b]indole-9(8H)-carboxylate from Example 56, Part B was converted into the title compound of Example 198 as a solid. ESI MS m/z 435.4 [C22H25F3N4O2+H]+. The reagents and catalysts are C1=CC=C(C=C1)P([C-]2C=CC=C2)C3=CC=CC=C3.C1=CC=C(C=C1)P([C-]2C=CC=C2)C3=CC=CC=C3.Cl[Pd]Cl.[Fe+2] ([1,1′-Bis(diphenylphosphino)ferrocene]dichloropalladium), [Pd] (palladium). As a reaction SMILES: Br[C:2]1[C:3]([O:12][CH2:13][CH3:14])=[N:4][C:5]([C:8]([F:11])([F:10])[F:9])=[CH:6][CH:7]=1.[NH2:15][C:16]1[CH:17]=[C:18]2[C:22]3=[C:23]([CH2:25][O:26][CH2:27][CH2:28][N:21]3[C@H:20]3[CH2:29][CH2:30][N:31](C(OC(C)(C)C)=O)[CH2:32][C@@H:19]23)[CH:24]=1.[Cl:40]CCl>C1C=CC(P(C2C=CC=CC=2)[C-]2C=CC=C2)=CC=1.C1C=CC(P(C2C=CC=CC=2)[C-]2C=CC=C2)=CC=1.Cl[Pd]Cl.[Fe+2].[Pd]>[ClH:40].[ClH:40].[CH2:13]([O:12][C:3]1[C:2]([NH:15][C:16]2[CH:17]=[C:18]3[C:22]4=[C:23]([CH2:25][O:26][CH2:27][CH2:28][N:21]4[C@H:20]4[CH2:29][CH2:30][NH:31][CH2:32][C@@H:19]34)[CH:24]=2)=[CH:7][CH:6]=[C:5]([C:8]([F:11])([F:10])[F:9])[N:4]=1)[CH3:14] |f:3.4.5.6,8.9.10|. Starting materials: OC1=C(C=C(C=C1)CC(=O)NC1=CC(=CC=C1)I)OC (4-hydroxy-N-(3-iodophenyl)-3-methoxyphenylacetamide), OC1=C(C=C(C=C1)CC(=O)NC1=C(C=CC=C1)I)OC (4-hydroxy-N-(2-iodophenyl)-3-methoxyphenylacetamide). The product is OC1=C(C=C(C=C1)CC(=O)NC1=C(C=CC=C1)C#CC1=CC=CC=C1)OC (4-hydroxy-3-methoxy-N-[2-(2-phenylethynyl)phenyl]-phenylacetamide). As a reaction SMILES: [OH:1][C:2]1[CH:7]=[CH:6][C:5]([CH2:8][C:9]([NH:11][C:12]2[CH:17]=[CH:16][CH:15]=[C:14](I)[CH:13]=2)=[O:10])=[CH:4][C:3]=1[O:19][CH3:20].O[C:22]1[CH:27]=[CH:26][C:25]([CH2:28][C:29](NC2C=CC=CC=2I)=O)=[CH:24][C:23]=1OC>>[OH:1][C:2]1[CH:7]=[CH:6][C:5]([CH2:8][C:9]([NH:11][C:12]2[CH:17]=[CH:16][CH:15]=[CH:14][C:13]=2[C:29]#[C:28][C:25]2[CH:26]=[CH:27][CH:22]=[CH:23][CH:24]=2)=[O:10])=[CH:4][C:3]=1[O:19][CH3:20]. Procedure: Instead of Intermediate 1 in Example 36, 4-hydroxy-N-(2-iodophenyl)-3-methoxyphenylacetamide is treated in a similar manner to Example 36 to give the desired compound. Solvent: C(Cl)(Cl)(Cl)Cl (carbon tetrachloride). Run at temperature 0 celsius. The reactants are BrN1C(CCC1=O)=O (N-bromosuccinimide), N(=NC(C#N)(C)C)C(C#N)(C)C (azobisisobutyronitrile), C(C)(=O)OC(CCCC)C=1C=C(C=CC1)C (3-(1-acetoxy-pentyl)toluene). Procedure: 11 g of 3-(1-acetoxy-pentyl)toluene are dissolved in 100 ml of absolute carbon tetrachloride. After addition of 8.9 g of N-bromosuccinimide and 200 mg of azobisisobutyronitrile, the mixture is warmed slowly to the reflux temperature. When the reaction has ended, the mixture is heated under reflux for a further hour and then cooled to 0° C. and the succinimide is filtered off. Reaction SMILES: [C:1]([O:4][CH:5]([C:10]1[CH:11]=[C:12]([CH3:16])[CH:13]=[CH:14][CH:15]=1)[CH2:6][CH2:7][CH2:8][CH3:9])(=[O:3])[CH3:2].[Br:17]N1C(=O)CCC1=O.N(C(C)(C)C#N)=NC(C)(C)C#N>C(Cl)(Cl)(Cl)Cl>[C:1]([O:4][CH:5]([C:10]1[CH:15]=[CH:14][CH:13]=[C:12]([CH2:16][Br:17])[CH:11]=1)[CH2:6][CH2:7][CH2:8][CH3:9])(=[O:3])[CH3:2]. Yields the product C(C)(=O)OC(CCCC)C1=CC(=CC=C1)CBr (1-(3-Bromomethylphenyl)pentyl acetate). Starting materials: C(C)OC(CCNC1CCC1)=O (3-cyclobutylaminopropanoic acid ethyl ester), ClC1=NC=C(C(=N1)Cl)[N+](=O)[O-] (2,4-dichloro-5-nitro-pyrimidine), C([O-])(O)=O.[K+] (potassium bicarbonate). Solvent: C(C)(=O)OCC (ethyl acetate), C(C)#N (acetonitrile), C(C)#N (acetonitrile). Run at time 2.5 hour. Yields the product C(C)OC(CCN(C1CCC1)C1=NC(=NC=C1[N+](=O)[O-])Cl)=O (3-[(2-chloro-5-nitro-pyrimidin-4-yl)-cyclobutyl-amino]-propanoic acid ethyl ester). Isolated yield 47.0%. As a reaction SMILES: [CH2:1]([O:3][C:4](=[O:12])[CH2:5][CH2:6][NH:7][CH:8]1[CH2:11][CH2:10][CH2:9]1)[CH3:2].[Cl:13][C:14]1[N:19]=[C:18](Cl)[C:17]([N+:21]([O-:23])=[O:22])=[CH:16][N:15]=1.C(=O)(O)[O-].[K+]>C(#N)C.C(OCC)(=O)C>[CH2:1]([O:3][C:4](=[O:12])[CH2:5][CH2:6][N:7]([C:16]1[C:17]([N+:21]([O-:23])=[O:22])=[CH:18][N:19]=[C:14]([Cl:13])[N:15]=1)[CH:8]1[CH2:11][CH2:10][CH2:9]1)[CH3:2] |f:2.3|. Reported procedure: A solution of 1.9 g (0.011 mole) of 3-cyclobutylaminopropanoic acid ethyl ester in 7 mL of acetonitrile was added dropwise to a mixture of 1.74 g (0.09 mole) of 2,4-dichloro-5-nitro-pyrimidine and 2.07 g (0.021 mole) of potassium bicarbonate and 20 mL of acetonitrile at ambient temperature over 45 mins. The mixture was stirred for 2.5 hours, then diluted with 45 mL of ethyl acetate. The mixture was filtered, concentrated under reduced pressure and the residue purified by silica gel chromatograph... Reactants: CCCN(C)C(=O)c1cc(C(=O)OC)cc(N2CCCC2=O)c1, [Li+], C1COCCO1, [OH-]. Yields the product CCCN(C)C(=O)c1cc(C(=O)O)cc(N2CCCC2=O)c1. RXN SMILES: [CH3:1][O:2][C:3]([c:4]1[cH:5][c:6]([C:7](=[O:8])[N:9]([CH2:10][CH2:11][CH3:12])[CH3:13])[cH:14][c:15]([N:17]2[C:18](=[O:22])[CH2:19][CH2:20][CH2:21]2)[cH:16]1)=[O:23].[Li+:25].[O:26]1[CH2:27][CH2:28][O:29][CH2:30][CH2:31]1.[OH-:24]>>[O:2]=[C:3]([c:4]1[cH:5][c:6]([C:7](=[O:8])[N:9]([CH2:10][CH2:11][CH3:12])[CH3:13])[cH:14][c:15]([N:17]2[C:18](=[O:22])[CH2:19][CH2:20][CH2:21]2)[cH:16]1)[OH:23].